From a dataset of the Open Reaction Database (ORD), a public repository of structured organic reaction records. describe an organic reaction: reactants, conditions, products, and yield Starting materials: C1=CN=C2N1C1=C(CC[C@H]2NC(OCC2=CC=CC=C2)=O)C=CC=C1 (benzyl N-[(4R)-5,6-dihydro-4H-imidazo[1,2-a][1]benzazepin-4-yl]carbamate), C(C)O (ethanol). Reagents/catalysts: [Pd] (palladium on carbon). Run in C1(=CC=CC=C1)C (toluene). Run at time 64 hour. The product is C1=CN=C2N1C1=C(CC[C@H]2N)C=CC=C1 ((4R)-5,6-Dihydro-4H-imidazo[1,2-a][1]benzazepin-4-amine). The yield is 83.7%. As a reaction SMILES: [CH:1]1[N:5]2[C:6]3[CH:25]=[CH:24][CH:23]=[CH:22][C:7]=3[CH2:8][CH2:9][C@@H:10]([NH:11]C(=O)OCC3C=CC=CC=3)[C:4]2=[N:3][CH:2]=1.C(O)C>[Pd].C1(C)C=CC=CC=1>[CH:1]1[N:5]2[C:6]3[CH:25]=[CH:24][CH:23]=[CH:22][C:7]=3[CH2:8][CH2:9][C@@H:10]([NH2:11])[C:4]2=[N:3][CH:2]=1. Procedure details: Combine benzyl N-[(4R)-5,6-dihydro-4H-imidazo[1,2-a][1]benzazepin-4-yl]carbamate (120.0 g, 359.9 mmol) and ethanol (2.0 L) in a Büchi hydrogenator and add 10% palladium on carbon (Pd/C) (10.0 g, 9.4 mmol) slurried in toluene (200 ml). Hydrogenate (60 psi, ambient temperature) the mixture for approximately 64 hours. Filter the mixture through diatomaceous earth and wash the cake with THF (300 ml). Concentrate the filtrate under reduced pressure to give the title compound (60 g, 84%) as a white fo... The reactants are COC(=O)c1ccnc(NC(=O)COc2ccc(Br)cc2Cl)c1, [I-], [Li+], c1ccncc1. Product: O=C(COc1ccc(Br)cc1Cl)Nc1cc(C(=O)O)ccn1. RXN SMILES: [CH3:1][O:2][C:3]([c:4]1[cH:5][c:6]([NH:10][C:11]([CH2:12][O:13][c:14]2[c:15]([Cl:21])[cH:16][c:17]([Br:20])[cH:18][cH:19]2)=[O:22])[n:7][cH:8][cH:9]1)=[O:23].[I-:24].[Li+:25].[cH:26]1[cH:27][cH:28][n:29][cH:30][cH:31]1>>[O:2]=[C:3]([c:4]1[cH:5][c:6]([NH:10][C:11]([CH2:12][O:13][c:14]2[c:15]([Cl:21])[cH:16][c:17]([Br:20])[cH:18][cH:19]2)=[O:22])[n:7][cH:8][cH:9]1)[OH:23]. The reactants are N(=C=O)C1=C2C(OCC2=C(C(=C1C/C=C(/CCC(=O)OC)\C)CC)C)=O (methyl (E)-6-(1,3-dihydro-4-isocyanato-6-ethyl-7-methyl-3-oxoisobenzofuran-5-yl)-4-methyl-4-hexenoate), solution, CNC (dimethylamine). Solvent: O1CCCC1 (tetrahydrofuran), O (water). Yields the product CN(C(NC1=C2C(OCC2=C(C(=C1C/C=C(/CCC(=O)OC)\C)CC)C)=O)=O)C (methyl (E)-6-[1,3-dihydro-4-(3,3-dimethylureido)-6-ethyl-7-methyl-3-oxoisobenzofuran-5-yl]-4-methyl-4-hexenoate). Reaction SMILES: [N:1]([C:4]1[C:12]([CH2:13]/[CH:14]=[C:15](\[CH3:22])/[CH2:16][CH2:17][C:18]([O:20][CH3:21])=[O:19])=[C:11]([CH2:23][CH3:24])[C:10]([CH3:25])=[C:9]2[C:5]=1[C:6](=[O:26])[O:7][CH2:8]2)=[C:2]=[O:3].[CH3:27][NH:28][CH3:29]>O1CCCC1.O>[CH3:27][N:28]([CH3:29])[C:2](=[O:3])[NH:1][C:4]1[C:12]([CH2:13]/[CH:14]=[C:15](\[CH3:22])/[CH2:16][CH2:17][C:18]([O:20][CH3:21])=[O:19])=[C:11]([CH2:23][CH3:24])[C:10]([CH3:25])=[C:9]2[C:5]=1[C:6](=[O:26])[O:7][CH2:8]2. Procedure: A solution of 0.65 g (1.8 mmol) of methyl (E)-6-(1,3-dihydro-4-isocyanato-6-ethyl-7-methyl-3-oxoisobenzofuran-5-yl)-4-methyl-4-hexenoate in 10 ml of tetrahydrofuran is treated with 5 ml of a solution of 40% dimethylamine in water. After 1 hour the reaction is partitioned between water and ethyl acetate. The organic phase is washed with water three times, dried over magnesium sulfate, and concentrated under reduced pressure to give methyl (E)-6-[1,3-dihydro-4-(3,3-dimethylureido)-6-ethyl-7-methyl... The reactants are FB(F)F, CCOCC, Cn1c(C(F)(F)F)cc(=O)n(-c2cc(Oc3ccc[nH]c3=O)c(Cl)cc2F)c1=O, ClCCCl, CCOC(=O)C=[N+]=[N-]. The product is CCOC(=O)COc1ncccc1Oc1cc(-n2c(=O)cc(C(F)(F)F)n(C)c2=O)c(F)cc1Cl. RXN SMILES: [B:35]([F:36])([F:37])[F:38].[CH2:30]([O:31][CH2:32][CH3:33])[CH3:34].[Cl:1][c:2]1[c:3]([O:4][c:5]2[c:6](=[O:11])[nH:7][cH:8][cH:9][cH:10]2)[cH:12][c:13](-[n:17]2[c:18](=[O:29])[n:19]([CH3:28])[c:20]([C:24]([F:25])([F:26])[F:27])[cH:21][c:22]2=[O:23])[c:14]([F:16])[cH:15]1.[Cl:47][CH2:48][CH2:49][Cl:50].[N+:39](=[N-:40])=[CH:41][C:42](=[O:43])[O:44][CH2:45][CH3:46]>>[Cl:1][c:2]1[c:3]([O:4][c:5]2[c:6]([O:11][CH2:41][C:42](=[O:43])[O:44][CH2:45][CH3:46])[n:7][cH:8][cH:9][cH:10]2)[cH:12][c:13](-[n:17]2[c:18](=[O:29])[n:19]([CH3:28])[c:20]([C:24]([F:25])([F:26])[F:27])[cH:21][c:22]2=[O:23])[c:14]([F:16])[cH:15]1. Starting materials: BrCC(=O)C=1C=CC2=C(C3(C(O2)(C2CCC3(C2)C)C)C)C1 (1,2,3,4-tetrahydro-1,4a,9b-trimethyl-1,4-methanodibenzofur-8-yl bromomethyl ketone), OC=1C=C(C(=O)OC)C=CC1I (methyl 3-hydroxy-4-iodobenzoate), C([O-])([O-])=O.[K+].[K+] (potassium carbonate). Solvent: C(C)C(=O)C (methyl ethyl ketone). The product is CC12CCC(C3(OC4=C(C31C)C=C(C=C4)C(=O)COC=4C=C(C(=O)OC)C=CC4I)C)C2 (Methyl 3-(1,2,3,4-tetrahydro-1,4a,9b-trimethyl-1,4-methanodibenzofur-8-oylmethyloxy)-4-iodobenzoate). As a reaction SMILES: Br[CH2:2][C:3]([C:5]1[CH:6]=[CH:7][C:8]2[O:12][C:11]3([CH3:19])[CH:13]4[CH2:17][C:16]([CH3:18])([C:10]3([CH3:20])[C:9]=2[CH:21]=1)[CH2:15][CH2:14]4)=[O:4].[OH:22][C:23]1[CH:24]=[C:25]([CH:30]=[CH:31][C:32]=1[I:33])[C:26]([O:28][CH3:29])=[O:27].C(=O)([O-])[O-].[K+].[K+]>C(C(C)=O)C>[CH3:18][C:16]12[CH2:17][CH:13]([C:11]3([CH3:19])[C:10]1([CH3:20])[C:9]1[CH:21]=[C:5]([C:3]([CH2:2][O:22][C:23]4[CH:24]=[C:25]([CH:30]=[CH:31][C:32]=4[I:33])[C:26]([O:28][CH3:29])=[O:27])=[O:4])[CH:6]=[CH:7][C:8]=1[O:12]3)[CH2:14][CH2:15]2 |f:2.3.4|. Procedure details: A solution of 1,2,3,4-tetrahydro-1,4a,9b-trimethyl-1,4-methanodibenzofur-8-yl bromomethyl ketone (2.5 g, 6.86 mmol), methyl 3-hydroxy-4-iodobenzoate (1.9 g, 6.83 mmol) and potassium carbonate (0.95 g, 6.88 mmol) in methyl ethyl ketone (50 ml) is refluxed for five hours. The reaction medium is filtered, after which 40 ml of water and 40 ml of ethyl ether are added. After stirring and separation of the phases by settling, the organic phase is washed twice with 40 ml of water, dried over magnesium ... The reactants are CS(=O)(=O)O (Methanesulfonic acid), OC=1C=C2C=CC=C(C2=CC1)C(=O)O (6-hydroxy-1-naphthoic acid). Run in CO (methanol), C(C)(=O)OCC (ethyl acetate). The product is OC=1C=C2C=CC=C(C2=CC1)C(=O)OC (Methyl 6-hydroxy-1-naphthoate). Isolated yield 478.6%. As a reaction SMILES: [CH3:1]S(O)(=O)=O.[OH:6][C:7]1[CH:8]=[C:9]2[C:14](=[CH:15][CH:16]=1)[C:13]([C:17]([OH:19])=[O:18])=[CH:12][CH:11]=[CH:10]2>CO.C(OCC)(=O)C>[OH:6][C:7]1[CH:8]=[C:9]2[C:14](=[CH:15][CH:16]=1)[C:13]([C:17]([O:19][CH3:1])=[O:18])=[CH:12][CH:11]=[CH:10]2. Procedure: Methanesulfonic acid (18 mL, 0.28 mol) was added to a stirred solution of 6-hydroxy-1-naphthoic acid (262 g, 1.39 mol) in methanol (1 L) under N2 and the reaction mixture was heated at reflux for 18 h. The reaction mixture was cooled to room temperature and concentrated to give a purple solid. The solid was dissolved in ethyl acetate (1 L), washed with water (3×300 mL), saturated sodium bicarbonate solution (2×300 mL), water (500 mL), brine (300 mL) and then dried over anhydrous sodium sulfate. ...